From a dataset of the Open Reaction Database (ORD), a public repository of structured organic reaction records. describe an organic reaction: reactants, conditions, products, and yield Starting materials: BrCC1=CC=C(C=C1)F (1-(bromomethyl)-4-fluorobenzene), BrCC1=CC(=C(C=C1)F)F (4-(bromomethyl)-1,2-difluorobenzene), O=C1N(CCN1)C=1C=C(C(=O)[O-])C=CN1 (2-(2-oxoimidazolidin-1-yl)isonicotinate). The product is FC=1C=C(CN2C(N(CC2)C=2C=C(C(=O)OC)C=CN2)=O)C=CC1F (methyl 2-(3-(3,4-difluorobenzyl)-2-oxoimidazolidin-1-yl)isonicotinate). Yield: 66.0%. RXN SMILES: Br[CH2:2]C1C=CC(F)=CC=1.Br[CH2:11][C:12]1[CH:17]=[CH:16][C:15]([F:18])=[C:14]([F:19])[CH:13]=1.[O:20]=[C:21]1[NH:25][CH2:24][CH2:23][N:22]1[C:26]1[CH:27]=[C:28]([CH:32]=[CH:33][N:34]=1)[C:29]([O-:31])=[O:30]>>[F:19][C:14]1[CH:13]=[C:12]([CH:17]=[CH:16][C:15]=1[F:18])[CH2:11][N:25]1[CH2:24][CH2:23][N:22]([C:26]2[CH:27]=[C:28]([CH:32]=[CH:33][N:34]=2)[C:29]([O:31][CH3:2])=[O:30])[C:21]1=[O:20]. Procedure: Following the procedure as described in Preparation 17, making variations as required to replace 1-(bromomethyl)-4-fluorobenzene with 4-(bromomethyl)-1,2-difluorobenzene to react with 2-(2-oxoimidazolidin-1-yl)isonicotinate, methyl 2-(3-(3,4-difluorobenzyl)-2-oxoimidazolidin-1-yl)isonicotinate was obtained as a colorless solid in 66% yield: 1H NMR (300 MHz, CDCl3) δ 8.86-8.85 (m, 1H), 8.37 (dd, J=5.1, 0.6 Hz, 1H), 7.47-7.45 (m, 1H), 7.16-7.01 (m, 3H), 4.43 (s, 2H), 4.05 (t, J=8.0 Hz, 2H), 3.92 (... Starting materials: CCOC(C)=O, CS(C)=O, CCN(C(C)C)C(C)C, COc1cc2c(cc1OC)C(c1ccccc1Cl)NCC2, Nc1nc(Cl)c2nc[nH]c2n1, O. Yields the product COc1cc2c(cc1OC)C(c1ccccc1Cl)N(c1nc(N)nc3[nH]cnc13)CC2. As a reaction SMILES: [CH3:42][CH2:43][O:44][C:45](=[O:46])[CH3:47].[CH3:48][S:49]([CH3:50])=[O:51].[CH:33]([N:34]([CH2:35][CH3:36])[CH:37]([CH3:38])[CH3:39])([CH3:40])[CH3:41].[Cl:12][c:13]1[c:14]([CH:19]2[NH:20][CH2:21][CH2:22][c:23]3[cH:24][c:25]([O:31][CH3:32])[c:26]([O:29][CH3:30])[cH:27][c:28]32)[cH:15][cH:16][cH:17][cH:18]1.[Cl:1][c:2]1[c:3]2[n:4][cH:5][nH:6][c:7]2[n:8][c:9]([NH2:11])[n:10]1.[OH2:52]>>[c:2]1([N:20]2[CH:19]([c:14]3[c:13]([Cl:12])[cH:18][cH:17][cH:16][cH:15]3)[c:28]3[c:23]([cH:24][c:25]([O:31][CH3:32])[c:26]([O:29][CH3:30])[cH:27]3)[CH2:22][CH2:21]2)[c:3]2[n:4][cH:5][nH:6][c:7]2[n:8][c:9]([NH2:11])[n:10]1. Reactants: C(C1=CC=CC=C1)N1N=C(C2=CC=CC=C12)C=1OC(=CC1)C(=O)OC (1-benzyl-3-(5-methoxycarbonyl-2-furyl)-1H-indazole), [OH-].[K+] (KOH), CO (methanol), resultant solution, Cl (HCl). Solvent: O (H2O). Yields the product C(C1=CC=CC=C1)N1N=C(C2=CC=CC=C12)C=1OC(=CC1)C(=O)O (1-Benzyl-3-(5-hydroxycarbonyl-2-furyl)-1H-indazole). Isolated yield 83.0%. RXN SMILES: [CH2:1]([N:8]1[C:16]2[C:11](=[CH:12][CH:13]=[CH:14][CH:15]=2)[C:10]([C:17]2[O:18][C:19]([C:22]([O:24]C)=[O:23])=[CH:20][CH:21]=2)=[N:9]1)[C:2]1[CH:7]=[CH:6][CH:5]=[CH:4][CH:3]=1.[OH-].[K+].CO.Cl>O>[CH2:1]([N:8]1[C:16]2[C:11](=[CH:12][CH:13]=[CH:14][CH:15]=2)[C:10]([C:17]2[O:18][C:19]([C:22]([OH:24])=[O:23])=[CH:20][CH:21]=2)=[N:9]1)[C:2]1[CH:7]=[CH:6][CH:5]=[CH:4][CH:3]=1 |f:1.2|. Procedure details: A mixture of 1-benzyl-3-(5-methoxycarbonyl-2-furyl)-1H-indazole (1.46 g, 4.39 mmol), 15% aqueous KOH solution (100 mL) and methanol (100 mL) was heated to reflux for 4 h. The resultant solution was allowed to cool and then diluted with H2O (300 mL). The solution was acidified to pH 2 by the addition of conc. HCl and the precipitate collected by vacuum filtration. The off-white solid was washed with H2O and air dried. Recrystallisation of the crude solid (EtOH) gave the product as fine off-white ... Reactants: O1[C@H](COC2=C1C=CC=C2)C(=O)N2C[C@@H](CCC2)C2=CC=C(C=C2)F ((R)-2,3-Dihydrobenzo[1,4]dioxin-2-yl-[(S*)-3-(4-fluorophenyl)piperidin-1-yl]methanone), B.C1CCOC1 (BH3THF). Yields the product O1[C@H](COC2=C1C=CC=C2)CN2C[C@@H](CCC2)C2=CC=C(C=C2)F ((S*)-1-[(S)-1-(2,3-Dihydrobenzo[1,4]dioxin-2-yl)methyl]-3-(4-fluorophenyl)piperidine). Reaction SMILES: [O:1]1[C:6]2[CH:7]=[CH:8][CH:9]=[CH:10][C:5]=2[O:4][CH2:3][C@@H:2]1[C:11]([N:13]1[CH2:18][CH2:17][CH2:16][C@@H:15]([C:19]2[CH:24]=[CH:23][C:22]([F:25])=[CH:21][CH:20]=2)[CH2:14]1)=O.B.C1COCC1>>[O:1]1[C:6]2[CH:7]=[CH:8][CH:9]=[CH:10][C:5]=2[O:4][CH2:3][C@@H:2]1[CH2:11][N:13]1[CH2:18][CH2:17][CH2:16][C@@H:15]([C:19]2[CH:24]=[CH:23][C:22]([F:25])=[CH:21][CH:20]=2)[CH2:14]1 |f:1.2|. Procedure details: (R)-2,3-Dihydrobenzo[1,4]dioxin-2-yl-[(S*)-3-(4-fluorophenyl)piperidin-1-yl]methanone (20 mg, 0.058 mmol) was treated with BH3THF according to the above general procedure. Flash chromatography gave the title compound.